The task is: describe an organic reaction: reactants, conditions, products, and yield. This data is from the Open Reaction Database (ORD), a public repository of structured organic reaction records. Starting materials: FC(C(=O)[O-])(F)F.C1=NNC=2N=CC=3C[NH2+]CCC3C21 (6,7,8,9-tetrahydro-3H-pyrazolo[3,4-c][2,7]naphthyridin-7-ium 2,2,2-trifluoroacetate), CCN(C(C)C)C(C)C (Hunig's Base), N(=C=O)C=1C=C(C=CC1OC)C1=CC=CC=C1 (3-isocyanato-4-methoxybiphenyl), ClCCl (dichloromethane). The solvent is ClC(C)Cl (dichloroethane), C(C)OCC (diethylether). Conditions: time 24 hour. Yields the product COC1=C(C=C(C=C1)C1=CC=CC=C1)NC(=O)N1CCC=2C3=C(N=CC2C1)NN=C3 (N-(4-methoxybiphenyl-3-yl)-8,9-dihydro-3H-pyrazolo[3,4-c][2,7]naphthyridine-7(6H)-carboxamide), powder. The yield is 40.0%. RXN SMILES: FC(F)(F)C([O-])=O.[CH:8]1[C:20]2[C:19]3[CH2:18][CH2:17][NH2+:16][CH2:15][C:14]=3[CH:13]=[N:12][C:11]=2[NH:10][N:9]=1.CCN(C(C)C)C(C)C.[N:30]([C:33]1[CH:34]=[C:35]([C:41]2[CH:46]=[CH:45][CH:44]=[CH:43][CH:42]=2)[CH:36]=[CH:37][C:38]=1[O:39][CH3:40])=[C:31]=[O:32].ClCCl>ClC(Cl)C.C(OCC)C>[CH3:40][O:39][C:38]1[CH:37]=[CH:36][C:35]([C:41]2[CH:46]=[CH:45][CH:44]=[CH:43][CH:42]=2)=[CH:34][C:33]=1[NH:30][C:31]([N:16]1[CH2:15][C:14]2[CH:13]=[N:12][C:11]3[NH:10][N:9]=[CH:8][C:20]=3[C:19]=2[CH2:18][CH2:17]1)=[O:32] |f:0.1|. Procedure details: To a solution of the 6,7,8,9-tetrahydro-3H-pyrazolo[3,4-c][2,7]naphthyridin-7-ium 2,2,2-trifluoroacetate (0.06 g, 0.15 mmol) and Hunig's Base (0.2 mL) in dichloroethane (2 mL) was added 3-isocyanato-4-methoxybiphenyl (0.034 g, 0.15 mmol). The mixture was stirred at room temperature for 24 hours before being poured into dichloromethane (50 mL) and washed with water (100 mL). The organic layer was dried with anhydrous magnesium sulfate and concentrated under reduced pressure to give an off white s... Reactants: O=C([O-])O, CN(C)C=O, O=C(O)c1cnc(Cl)c(Cl)c1, CC(Cl)Cl, [Na+], O=S(Cl)Cl. The product is O=C(Cl)c1cnc(Cl)c(Cl)c1. Reaction SMILES: [C:21](=[O:22])([OH:23])[O-:24].[CH3:12][N:13]([CH3:14])[CH:15]=[O:16].[Cl:1][c:2]1[c:3]([Cl:11])[n:4][cH:5][c:6]([C:7](=[O:8])[OH:9])[cH:10]1.[Cl:26][CH:27]([Cl:28])[CH3:29].[Na+:25].[S:17]([Cl:18])([Cl:19])=[O:20]>>[Cl:1][c:2]1[c:3]([Cl:11])[n:4][cH:5][c:6]([C:7](=[O:8])[Cl:19])[cH:10]1.